From a dataset of the Open Reaction Database (ORD), a public repository of structured organic reaction records. describe an organic reaction: reactants, conditions, products, and yield The product is Cc1c(Cc2ccc(OC(C)C)cc2)c(OC2OC(CO)C(O)C(O)C2O)nn1C1CCCC1. RXN SMILES: [C:30](=[O:31])([O-:32])[O-:33].[CH3:43][N:44]([CH3:45])[CH:46]=[O:47].[CH:1]1([O:12][c:13]2[n:14][nH:15][c:16]([CH3:29])[c:17]2[CH2:18][c:19]2[cH:20][cH:21][c:22]([O:25][CH:26]([CH3:27])[CH3:28])[cH:23][cH:24]2)[CH:2]([OH:3])[CH:4]([OH:5])[CH:6]([OH:7])[CH:8]([CH2:10][OH:11])[O:9]1.[CH:36]1([Br:41])[CH2:37][CH2:38][CH2:39][CH2:40]1.[Cs+:34].[Cs+:35].[OH2:42]>>[CH:1]1([O:12][c:13]2[n:14][n:15]([CH:36]3[CH2:37][CH2:38][CH2:39][CH2:40]3)[c:16]([CH3:29])[c:17]2[CH2:18][c:19]2[cH:20][cH:21][c:22]([O:25][CH:26]([CH3:27])[CH3:28])[cH:23][cH:24]2)[CH:2]([OH:3])[CH:4]([OH:5])[CH:6]([OH:7])[CH:8]([CH2:10][OH:11])[O:9]1. The reactants are O=C([O-])[O-], CN(C)C=O, Cc1[nH]nc(OC2OC(CO)C(O)C(O)C2O)c1Cc1ccc(OC(C)C)cc1, BrC1CCCC1, [Cs+], [Cs+], O.